Dataset: the Open Reaction Database (ORD), a public repository of structured organic reaction records. Task: describe an organic reaction: reactants, conditions, products, and yield The reactants are O=C(Cl)c1ccc(F)c(F)c1, CCN1C(=O)C(C)(C)c2cc3[nH]c(-c4n[nH]cc4N)nc3cc21. Yields the product CCN1C(=O)C(C)(C)c2cc3[nH]c(-c4n[nH]cc4NC(=O)c4ccc(F)c(F)c4)nc3cc21. As a reaction SMILES: [F:24][c:25]1[cH:26][c:27]([C:28](=[O:29])[Cl:30])[cH:31][cH:32][c:33]1[F:34].[NH2:1][c:2]1[c:3](-[c:7]2[n:8][c:9]3[c:10]([cH:11][c:12]4[c:16]([cH:17]3)[N:15]([CH2:18][CH3:19])[C:14](=[O:20])[C:13]4([CH3:21])[CH3:22])[nH:23]2)[n:4][nH:5][cH:6]1>>[NH:1]([c:2]1[c:3](-[c:7]2[n:8][c:9]3[c:10]([cH:11][c:12]4[c:16]([cH:17]3)[N:15]([CH2:18][CH3:19])[C:14](=[O:20])[C:13]4([CH3:21])[CH3:22])[nH:23]2)[n:4][nH:5][cH:6]1)[C:28]([c:27]1[cH:26][c:25]([F:24])[c:33]([F:34])[cH:32][cH:31]1)=[O:29]. Starting materials: ClC=1C=CC=2N(N1)C(=CN2)CC=2C(=C1C=CC=NC1=CC2)F (6-(6-chloro-imidazo[1,2-b]pyridazin-3-ylmethyl)-5-fluoro-quinoline), ClC=1C=CC=2N(N1)C(=CN2)CC=2C(=C1C=CC=NC1=CC2)F (6-(6-chloro-imidazo[1,2-b]pyridazin-3-ylmethyl)-5-fluoro-quinoline), C(C)(=O)N1CCNCC1 (1-acetylpiperazine). Yields the product FC1=C2C=CC=NC2=CC=C1CC1=CN=C2N1N=C(C=C2)N2CCN(CC2)C(C)=O (1-{4-[3-(5-Fluoro-quinolin-6-ylmethyl)-imidazo[1,2-b]pyridazin-6-yl]-piperazin-1-yl}-ethanone). RXN SMILES: Cl[C:2]1[CH:3]=[CH:4][C:5]2[N:6]([C:8]([CH2:11][C:12]3[C:13]([F:22])=[C:14]4[C:19](=[CH:20][CH:21]=3)[N:18]=[CH:17][CH:16]=[CH:15]4)=[CH:9][N:10]=2)[N:7]=1.[C:23]([N:26]1[CH2:31][CH2:30][NH:29][CH2:28][CH2:27]1)(=[O:25])[CH3:24]>>[F:22][C:13]1[C:12]([CH2:11][C:8]2[N:6]3[N:7]=[C:2]([N:29]4[CH2:30][CH2:31][N:26]([C:23](=[O:25])[CH3:24])[CH2:27][CH2:28]4)[CH:3]=[CH:4][C:5]3=[N:10][CH:9]=2)=[CH:21][CH:20]=[C:19]2[C:14]=1[CH:15]=[CH:16][CH:17]=[N:18]2. Procedure details: The title compound was prepared in analogy to Example 38 using 6-(6-chloro-imidazo[1,2-b]pyridazin-3-ylmethyl)-5-fluoro-quinoline (Intermediate N, 70 mg, 0.224 mmol) and 1-acetylpiperazine (57.4 mg, 0.448 mmol) (tR 3.40 min (conditions 5), MH+=405, 1H-NMR in DMSO-d6: 8.92 (m, 1H); 8.49 (d, 1H); 7.83 (d, 1H); 7.79 (d, 1H); 7.67 (m, 1H); 7.61 (m, 1H); 7.45 (s, 1H); 7.13 (d, 1H); 4.41 (s, 2H); 3.47 (s, 4H); 3.41 (m, 1H); 3.28 (m, 1H); 2.00 (s, 3H)). Reactants: CCCCO, CCCCn1cnc2c(Cl)c(C(=O)O)c(C)nc21, [Na], c1ccccc1. Yields the product CCCCOc1c(C(=O)O)c(C)nc2c1ncn2CCCC. Reaction SMILES: [CH2:2]([CH2:3][CH2:4][CH3:5])[OH:6].[CH2:7]([CH2:8][CH2:9][CH3:10])[n:11]1[cH:12][n:13][c:14]2[c:15]1[n:16][c:17]([CH3:24])[c:18]([C:21](=[O:22])[OH:23])[c:19]2[Cl:20].[Na:1].[cH:25]1[cH:26][cH:27][cH:28][cH:29][cH:30]1>>[CH2:2]([CH2:3][CH2:4][CH3:5])[O:6][c:19]1[c:14]2[n:13][cH:12][n:11]([CH2:7][CH2:8][CH2:9][CH3:10])[c:15]2[n:16][c:17]([CH3:24])[c:18]1[C:21](=[O:22])[OH:23]. Reactants: Nc1ccc(Br)cc1F, COc1cc2c(Cl)ncnc2cc1OCc1ccccc1, CC(C)O, Cl. The product is COc1cc2c(Nc3ccc(Br)cc3F)ncnc2cc1OCc1ccccc1, Cl. As a reaction SMILES: [Br:23][c:24]1[cH:25][c:26]([F:31])[c:27]([NH2:28])[cH:29][cH:30]1.[CH2:2]([c:3]1[cH:4][cH:5][cH:6][cH:7][cH:8]1)[O:9][c:10]1[c:11]([O:21][CH3:22])[cH:12][c:13]2[c:14]([Cl:20])[n:15][cH:16][n:17][c:18]2[cH:19]1.[CH:32]([OH:33])([CH3:34])[CH3:35].[ClH:1]>>[CH2:2]([c:3]1[cH:4][cH:5][cH:6][cH:7][cH:8]1)[O:9][c:10]1[c:11]([O:21][CH3:22])[cH:12][c:13]2[c:14]([NH:28][c:27]3[c:26]([F:31])[cH:25][c:24]([Br:23])[cH:30][cH:29]3)[n:15][cH:16][n:17][c:18]2[cH:19]1.[ClH:20]. RXN SMILES: [Br:1][c:2]1[cH:3][c:4]2[n:5]3[c:6]4[c:7]([cH:8][c:9]([O:15][CH2:16][CH2:17][CH2:18][OH:19])[cH:10][c:11]4[c:12]2[cH:13][cH:14]1)[c:20](=[O:30])[c:21]([CH2:23][c:24]1[cH:25][n:26][cH:27][cH:28][cH:29]1)[cH:22]3.[CH3:35][OH:36].[OH:31][N+:32]([O-:33])=[O:34]>>[Br:1][c:2]1[cH:3][c:4]2[n:5]3[c:6]4[c:7]([cH:8][c:9]([O:15][CH2:16][CH2:17][CH2:18][OH:19])[cH:10][c:11]4[c:12]2[cH:13][cH:14]1)[c:20](=[O:30])[c:21]([CH2:23][c:24]1[cH:25][n:26][cH:27][cH:28][cH:29]1)[cH:22]3.[O:31]=[N+:32]([OH:33])[O-:34]. The reactants are O=c1c(Cc2cccnc2)cn2c3cc(Br)ccc3c3cc(OCCCO)cc1c32, CO, O=[N+]([O-])O. Product: O=c1c(Cc2cccnc2)cn2c3cc(Br)ccc3c3cc(OCCCO)cc1c32, O=[N+]([O-])O.